Dataset: the Open Reaction Database (ORD), a public repository of structured organic reaction records. Task: describe an organic reaction: reactants, conditions, products, and yield The reactants are [BH4-], CO, O=C1CCc2c1cccc2[N+](=O)[O-], [Na+]. Yields the product O=[N+]([O-])c1cccc2c1CCC2O. RXN SMILES: [BH4-:14].[CH3:16][OH:17].[N+:1](=[O:2])([O-:3])[c:4]1[c:5]2[c:9]([cH:10][cH:11][cH:12]1)[C:8](=[O:13])[CH2:7][CH2:6]2.[Na+:15]>>[N+:1](=[O:2])([O-:3])[c:4]1[c:5]2[c:9]([cH:10][cH:11][cH:12]1)[CH:8]([OH:13])[CH2:7][CH2:6]2. Reactants: FC=1C=CC(=C(C1)S(=O)(=O)Cl)S(=O)(=O)C (5-fluoro-2-methylsulfonylbenzenesulfonyl chloride), FC=1C=CC(=C(C1)S(=O)(=O)NC=1C=C2C(=NNC2=CC1)C1=CC=CC=C1)S(=O)(=O)C (5-Fluoro-2-methylsulfonyl-N-(3-phenyl-1H-indazol-5-yl)benzenesulfonamide), NC=1C=C2C(=NNC2=CC1)C1=CC=CC=C1 (5-amino-3-phenyl-1H-indazole). The solvent is N1=CC=CC=C1 (pyridine). Product: C(C)(C)OC(C)C (diisopropyl ether), FC=1C=CC(=C(C1)S(=O)(=O)NC=1C=C2C(=NNC2=CC1)C1=CC=CC=C1)S(=O)(=O)C (5-fluoro-2-methylsulfonyl-N-(3-phenyl-1H-indazol-5-yl)benzenesulfonamide). Reaction SMILES: [F:1][C:2]1[CH:3]=[CH:4][C:5]([S:27]([CH3:30])(=[O:29])=[O:28])=[C:6]([S:8]([NH:11][C:12]2[CH:13]=[C:14]3[C:18](=[CH:19][CH:20]=2)[NH:17][N:16]=[C:15]3[C:21]2[CH:26]=[CH:25][CH:24]=[CH:23][CH:22]=2)(=[O:10])=[O:9])[CH:7]=1.N[C:32]1C=C2C(=[CH:39][CH:40]=1)NN=C2C1C=CC=CC=1.FC1C=CC(S(C)(=O)=O)=C(S(Cl)(=O)=[O:55])C=1>N1C=CC=CC=1>[CH:40]([O:55][CH:26]([CH3:25])[CH3:21])([CH3:39])[CH3:32].[F:1][C:2]1[CH:3]=[CH:4][C:5]([S:27]([CH3:30])(=[O:29])=[O:28])=[C:6]([S:8]([NH:11][C:12]2[CH:13]=[C:14]3[C:18](=[CH:19][CH:20]=2)[NH:17][N:16]=[C:15]3[C:21]2[CH:26]=[CH:25][CH:24]=[CH:23][CH:22]=2)(=[O:10])=[O:9])[CH:7]=1. Reported procedure: 5-Fluoro-2-methylsulfonyl-N-(3-phenyl-1H-indazol-5-yl)benzenesulfonamide can be prepared as described in Example 2 from 0.52 g of 5-amino-3-phenyl-1H-indazole, 5 ml of pyridine and 0.68 g of 5-fluoro-2-methylsulfonylbenzenesulfonyl chloride. The residue obtained is purified by chromatography on a column of 50 g of silice (particle size 40-63 μm), eluting with pure dichloromethane. After recrystallization from 5 ml of acetonitrile and washing with acetonitrile and then with diisopropyl ether, 0.0...